Dataset: the Open Reaction Database (ORD), a public repository of structured organic reaction records. Task: describe an organic reaction: reactants, conditions, products, and yield Reactants: O (Water), C1(C=2C(C(=O)O1)=CC=CC2)=O (phthalic anhydride), C1(=CC=CC=C1)NN (phenyl hydrazine), C(C)(=O)[O-].[Na+] (sodium acetate). Run in C(C)(=O)O (acetic acid). Product: C1(=CC=CC=C1)N1C(C2=CC=CC=C2C(N1)=O)=O (2-phenyl-2,3-dihydrophthalazine-1,4-dione). The yield is 58.0%. Reaction SMILES: [C:1]1(=[O:11])[O:6][C:4](=O)[C:3]2=[CH:7][CH:8]=[CH:9][CH:10]=[C:2]12.[C:12]1([NH:18][NH2:19])[CH:17]=[CH:16][CH:15]=[CH:14][CH:13]=1.C([O-])(=O)C.[Na+].O>C(O)(=O)C>[C:12]1([N:18]2[NH:19][C:1](=[O:11])[C:2]3[C:3](=[CH:7][CH:8]=[CH:9][CH:10]=3)[C:4]2=[O:6])[CH:17]=[CH:16][CH:15]=[CH:14][CH:13]=1 |f:2.3|. Procedure: A mixture of phthalic anhydride (0.02 mol) and phenyl hydrazine (0.04 mol) in 95 percent acetic acid (70 ml.) was heated to reflux for 24 hours in the presence of a catalytic amount of sodium acetate (0.4 g). Water was added to the mixture and the precipitate collected. The precipitate was washed with water, agitated with 2 percent aqueous solution of sodium hydroxide and filtered. The filtrate was acidified with concentrated hydrogen chloride. The precipitate was collected and recrystallized fr...